This data is from the Open Reaction Database (ORD), a public repository of structured organic reaction records. The task is: describe an organic reaction: reactants, conditions, products, and yield Run in C(Cl)Cl (DCM). The reactants are C(C1=CC=CC=C1)(=O)N=C=S (Benzoyl isothiocyanate), N[C@@]1([C@@H]([C@H](OC1)C(F)(F)F)CO)C1=C(C=CC=C1)F (((2S,3R,45)-4-amino-4-(2-fluorophenyl)-2-(trifluoromethyl)tetrahydrofuran-3-yl)methanol), C([O-])(O)=O.[Na+] (Sodium bicarbonate). Procedure: Benzoyl isothiocyanate (19.0 mL) was added to a solution containing ((2S,3R,45)-4-amino-4-(2-fluorophenyl)-2-(trifluoromethyl)tetrahydrofuran-3-yl)methanol (28.72 g) in DCM (150 mL), and the mixture was stirred at RT for 18 h. Sodium bicarbonate (sat., aq., 200 mL) was then added, the mixture extracted with EtOAc (3×300 mL), dried over MgSO4 and concentrated under reduced pressure. The residue was purified by silica gel column chromatography (5% to 30% EtOAc in hexanes) to obtain the title compo... Reaction SMILES: [C:1]([N:9]=[C:10]=[S:11])(=[O:8])[C:2]1[CH:7]=[CH:6][CH:5]=[CH:4][CH:3]=1.[NH2:12][C@@:13]1([C:24]2[CH:29]=[CH:28][CH:27]=[CH:26][C:25]=2[F:30])[CH2:17][O:16][C@H:15]([C:18]([F:21])([F:20])[F:19])[C@H:14]1[CH2:22][OH:23].C(=O)(O)[O-].[Na+]>C(Cl)Cl>[F:30][C:25]1[CH:26]=[CH:27][CH:28]=[CH:29][C:24]=1[C@@:13]1([NH:12][C:10]([NH:9][C:1](=[O:8])[C:2]2[CH:7]=[CH:6][CH:5]=[CH:4][CH:3]=2)=[S:11])[C@H:14]([CH2:22][OH:23])[C@@H:15]([C:18]([F:19])([F:20])[F:21])[O:16][CH2:17]1 |f:2.3|. Reaction conditions: time 18 hour. Product: FC1=C(C=CC=C1)[C@@]1(CO[C@@H]([C@H]1CO)C(F)(F)F)NC(=S)NC(C1=CC=CC=C1)=O (N-(((3S,4R,5S)-3-(2-fluorophenyl)-4-(hydroxymethyl)-5-(trifluoromethyl)tetrahydrofuran-3-yl)carbamothioyl)benzamide).